This data is from the Open Reaction Database (ORD), a public repository of structured organic reaction records. The task is: describe an organic reaction: reactants, conditions, products, and yield Reactants: CC(=O)O, O=[N+]([O-])c1cc(F)c(Cl)cc1F, [Fe]. The product is Nc1cc(F)c(Cl)cc1F. RXN SMILES: [CH3:13][C:14](=[O:15])[OH:16].[Cl:1][c:2]1[cH:3][c:4]([F:12])[c:5]([N+:9]([O-:10])=[O:11])[cH:6][c:7]1[F:8].[Fe:17]>>[Cl:1][c:2]1[cH:3][c:4]([F:12])[c:5]([NH2:9])[cH:6][c:7]1[F:8]. The reactants are CC=1C=C2N=C3C(=NC2=CC1C)NC=1C=CC(=CC13)Br (2,3-dimethyl-9-bromo-6H-indolo(2,3-b)quinoxaline), [H-].[Na+] (sodium hydride), Cl.CN(C)CCCl (N,N-dimethylamino-2-chloroethane-HCl). Run in CS(=O)C (dimethylsulphoxide). Reaction conditions: temperature 35 celsius, time 4 hour. Yields the product CC=1C=C2N=C3C(=NC2=CC1C)N(C=1C=CC(=CC13)Br)CCN(C)C (2,3-dimethyl-9-bromo-6-(N,N-dimethylaminoethyl)-6H-indolo-(2,3-b)quinoxalin). Reaction SMILES: [H-].[Na+].[CH3:3][C:4]1[CH:5]=[C:6]2[C:11](=[CH:12][C:13]=1[CH3:14])[N:10]=[C:9]1[NH:15][C:16]3[CH:17]=[CH:18][C:19]([Br:22])=[CH:20][C:21]=3[C:8]1=[N:7]2.Cl.[CH3:24][N:25]([CH2:27][CH2:28]Cl)[CH3:26]>CS(C)=O>[CH3:3][C:4]1[CH:5]=[C:6]2[C:11](=[CH:12][C:13]=1[CH3:14])[N:10]=[C:9]1[N:15]([CH2:28][CH2:27][N:25]([CH3:26])[CH3:24])[C:16]3[CH:17]=[CH:18][C:19]([Br:22])=[CH:20][C:21]=3[C:8]1=[N:7]2 |f:0.1,3.4|. Procedure: To a suspension of 5.38 g sodium hydride (0.22 mole) in 600 ml dry dimethylsulphoxide maintained at 35° C. 32.6 g 2,3-dimethyl-9-bromo-6H-indolo(2,3-b)quinoxaline (0.10 mol) is added under nitrogen and with good stirring. 30 minutes after completed addition 15.9 g N,N-dimethylamino-2-chloroethane-HCl (0.11 mole) are added at 35° C. The mixture is stirred at 35° C. for four hours and then the solvent is distilled off in vacuum at room temperature. The residue is dissolved after soaking out with w... The reactants are O=C([O-])[O-], N#Cc1ccc(C=O)c(F)c1, CN(C)C=O, [K+], [K+], O, Oc1ccccc1. Product: N#Cc1ccc(C=O)c(Oc2ccccc2)c1. RXN SMILES: [C:19](=[O:20])([O-:21])[O-:22].[C:1](#[N:2])[c:3]1[cH:4][c:5]([F:11])[c:6]([CH:7]=[O:8])[cH:9][cH:10]1.[CH3:25][N:26]([CH3:27])[CH:28]=[O:29].[K+:23].[K+:24].[OH2:30].[OH:12][c:13]1[cH:14][cH:15][cH:16][cH:17][cH:18]1>>[C:1](#[N:2])[c:3]1[cH:4][c:5]([O:12][c:13]2[cH:14][cH:15][cH:16][cH:17][cH:18]2)[c:6]([CH:7]=[O:8])[cH:9][cH:10]1. Starting materials: NC=1C=CC=C2C=CNC12 (7-amino-1H-indole), S(N)(=O)(=O)C1=CC=C(C=C1)S(=O)(=O)Cl (4-sulfamoylbenzenesulfonyl chloride). Solvent: N1=CC=CC=C1 (pyridine). The product is N1C=CC2=CC=CC(=C12)NS(=O)(=O)C1=CC=C(C=C1)S(N)(=O)=O (N-(1H-indol-7-yl)-4-sulfamoylbenzenesulfonamide). The yield is 63.3%. As a reaction SMILES: [NH2:1][C:2]1[CH:3]=[CH:4][CH:5]=[C:6]2[C:10]=1[NH:9][CH:8]=[CH:7]2.[S:11]([C:15]1[CH:20]=[CH:19][C:18]([S:21](Cl)(=[O:23])=[O:22])=[CH:17][CH:16]=1)(=[O:14])(=[O:13])[NH2:12]>N1C=CC=CC=1>[NH:9]1[C:10]2[C:6](=[CH:5][CH:4]=[CH:3][C:2]=2[NH:1][S:21]([C:18]2[CH:17]=[CH:16][C:15]([S:11](=[O:14])(=[O:13])[NH2:12])=[CH:20][CH:19]=2)(=[O:23])=[O:22])[CH:7]=[CH:8]1. Procedure: The synthesis of the present compound can be carried out according to the process disclosed in JP-A-7-165708. For example, the present compound can be synthesized as follows. After dissolving 264 mg (2 mmol) of 7-amino-1H-indole in pyridine, 767 mg (3 mmol) of 4-sulfamoylbenzenesulfonyl chloride is added thereto under stirring at room temperature. After the mixture is stirred overnight at room temperature, the solvent is evaporated under reduced pressure. Ethyl acetate and 0.2 N hydrochloric aci... Starting materials: NC1=C(C=C(C=C1)Br)C1=C(C(=O)N(C(C)C)C(C)C)C=CN=C1OCC (3-(2-amino-5-bromophenyl)-2-ethoxy-N,N-diisopropylisonicotinamide), C[Si](C)(C)[N-][Si](C)(C)C.[Na+] (sodium bis(trimethylsilyl) amide), C[Si](C)(C)[N-][Si](C)(C)C.[Na+] (sodium bis(trimethylsilyl) amide). Solvent: C1CCOC1 (THF). Run at time 2 hour. Product: BrC1=CC2=C(N=C(C3=CC=NC(=C23)OCC)O)C=C1 (9-Bromo-1-ethoxybenzo[c]-2,6-naphthyridin-5-ol). As a reaction SMILES: N[C:2]1[CH:7]=[CH:6][C:5]([Br:8])=[CH:4][C:3]=1[C:9]1[C:23]([O:24][CH2:25][CH3:26])=[N:22][CH:21]=[CH:20][C:10]=1[C:11]([N:13](C(C)C)C(C)C)=[O:12].C[Si]([N-][Si](C)(C)C)(C)C.[Na+]>C1COCC1>[Br:8][C:5]1[CH:6]=[CH:7][C:2]2[N:13]=[C:11]([OH:12])[C:10]3[C:9]([C:3]=2[CH:4]=1)=[C:23]([O:24][CH2:25][CH3:26])[N:22]=[CH:21][CH:20]=3 |f:1.2|. Procedure details: To a solution of 3-(2-amino-5-bromophenyl)-2-ethoxy-N,N-diisopropylisonicotinamide (17.9 g, 43 mmol) in THF (213 mL) at 0° C. was added sodium bis(trimethylsilyl) amide (1.0 M in THF, 85 mL, 85 mmol). The solution was stirred for 2 hr and monitored by LCMS. Another 10 mL of sodium bis(trimethylsilyl) amide was added and stirred for an additional 30 min. The solution was quenched with methanol and concentrated to a slurry which was subsequently triturated with water and filtered to provide the ti... Reactants: CC1=NC(=CC=C1OC1=CC(=NC=C1)NC(OC(C)(C)C)=O)[N+](=O)[O-] (tert-butyl (4-((2-methyl-6-nitropyridin-3-yl)oxy)pyridin-2-yl)carbamate), [NH4+].[Cl-] (NH4Cl). Reagents/catalysts: [Zn] (zinc). The solvent is CO (MeOH), C1CCOC1 (THF), CCOC(=O)C (EtOAc). Conditions: time 8 hour. The product is NC1=CC=C(C(=N1)C)OC1=CC(=NC=C1)NC(OC(C)(C)C)=O (tert-butyl (4-((6-amino-2-methylpyridin-3-yl)oxy)pyridin-2-yl)carbamate). The yield is 100.0%. Reaction SMILES: [CH3:1][C:2]1[C:7]([O:8][C:9]2[CH:14]=[CH:13][N:12]=[C:11]([NH:15][C:16](=[O:22])[O:17][C:18]([CH3:21])([CH3:20])[CH3:19])[CH:10]=2)=[CH:6][CH:5]=[C:4]([N+:23]([O-])=O)[N:3]=1.[NH4+].[Cl-]>CO.C1COCC1.CCOC(C)=O.[Zn]>[NH2:23][C:4]1[N:3]=[C:2]([CH3:1])[C:7]([O:8][C:9]2[CH:14]=[CH:13][N:12]=[C:11]([NH:15][C:16](=[O:22])[O:17][C:18]([CH3:20])([CH3:19])[CH3:21])[CH:10]=2)=[CH:6][CH:5]=1 |f:1.2|. Procedure: A mixture of tert-butyl (4-((2-methyl-6-nitropyridin-3-yl)oxy)pyridin-2-yl)carbamate (0.438 g, 1.265 mmol) and NH4Cl (2.029 g, 37.9 mmol) in MeOH (10 mL) and THF (10 mL) was treated with zinc dust (0.827 g, 12.65 mmol) and stirred at RT overnight. The mixture was diluted with EtOAc, the solids removed via filtration through diatomaceous earth, washed with EtOAc and the filtrate concentrated to dryness to afford crude tert-butyl (4-((6-amino-2-methylpyridin-3-yl)oxy)pyridin-2-yl)carbamate (100% y...